This data is from the Open Reaction Database (ORD), a public repository of structured organic reaction records. The task is: describe an organic reaction: reactants, conditions, products, and yield Starting materials: [OH-].[Na+] (sodium hydroxide), COC(CC1C(C2=CC=CC=C2C1)=O)OC ((RS)-2-(2,2-dimethoxyethyl)-1-indanone), C(C)(=O)NCCN (N-acetylethylenediamine), FC(C(=O)O)(F)F (trifluoroacetic acid). Solvent: O (water), C(C)O (ethanol). Yields the product N1(C2=C(C=C1)CC1=CC=CC=C12)CCNC(C)=O (N-[2-(1,4-dihydro-indeno[1,2-b]pyrrol-1-yl)-ethyl]-acetamide). The yield is 21.6%. As a reaction SMILES: CO[CH:3](OC)[CH2:4][CH:5]1[CH2:13][C:12]2[C:7](=[CH:8][CH:9]=[CH:10][CH:11]=2)[C:6]1=O.[C:17]([NH:20][CH2:21][CH2:22][NH2:23])(=[O:19])[CH3:18].FC(F)(F)C(O)=O.[OH-].[Na+]>C(O)C.O>[N:23]1([CH2:22][CH2:21][NH:20][C:17](=[O:19])[CH3:18])[CH:3]=[CH:4][C:5]2[CH2:13][C:12]3[C:7]([C:6]1=2)=[CH:8][CH:9]=[CH:10][CH:11]=3 |f:3.4|. Procedure: A solution of 1.7 g of (RS)-2-(2,2-dimethoxyethyl)-1-indanone, 25 g of N-acetylethylenediamine and 30 ml of trifluoroacetic acid in 500 ml of ethanol was boiled under reflux for 96 hours. After cooling and adding 21.5 g of sodium hydroxide in 100 ml of water, the mixture was evaporated to about 100 ml. The mixture was treated with 200 ml of ethyl acetate and washed in succession with 100 ml of saturated sodium chloride solution, 1N hydrochloric acid (4×100 ml), 2N sodium hydroxide solution (4×10... Reactants: C1CCNC1, C1CCOC1, C=CCOC(=O)C(O)C(O)C(O)C(O)(C=O)C(=O)c1ccc(N2CCCC(NC(C)c3cccc4ccccc34)C2)cc1. Yields the product CC(NC1CCCN(c2ccc(C(=O)C(O)(C=O)C(O)C(O)C(O)C(=O)O)cc2)C1)c1cccc2ccccc12. RXN SMILES: [CH2:44]1[CH2:45][NH:46][CH2:47][CH2:48]1.[O:49]1[CH2:50][CH2:51][CH2:52][CH2:53]1.[c:1]1([CH:11]([CH3:12])[NH:13][CH:14]2[CH2:15][N:16]([c:20]3[cH:21][cH:22][c:23]([C:24](=[O:25])[C:26]([CH:27]=[O:28])([OH:29])[CH:30]([OH:31])[CH:32]([OH:33])[CH:34]([OH:35])[C:36](=[O:37])[O:38][CH2:39][CH:40]=[CH2:41])[cH:42][cH:43]3)[CH2:17][CH2:18][CH2:19]2)[cH:2][cH:3][cH:4][c:5]2[cH:6][cH:7][cH:8][cH:9][c:10]12>>[c:1]1([CH:11]([CH3:12])[NH:13][CH:14]2[CH2:15][N:16]([c:20]3[cH:21][cH:22][c:23]([C:24](=[O:25])[C:26]([CH:27]=[O:28])([OH:29])[CH:30]([OH:31])[CH:32]([OH:33])[CH:34]([OH:35])[C:36](=[O:37])[OH:38])[cH:42][cH:43]3)[CH2:17][CH2:18][CH2:19]2)[cH:2][cH:3][cH:4][c:5]2[cH:6][cH:7][cH:8][cH:9][c:10]12. Reactants: N1(N=CN=C1)N=C(C1=CC=CC=C1)C1=CC=CC=C1 (N-(1H-1,2,4-triazol-1-yl)-benzophenone imine), C(C)(C)NC(C)C (diisopropyl amine), C(CCC)[Li] (n-Butyllithium), solution, II (iodine). Run in C(C)(=O)OCC (ethyl acetate), O1CCCC1 (tetrahydrofuran), hexanes. Conditions: temperature 0 celsius, time 0.5 hour. Product: C1(=CC=CC=C1)C(=NN1N=CN=C1I)C1=CC=CC=C1 (N-(Diphenylmethylene)-5-iodo-1H-1,2,4-triazol-1-amine). As a reaction SMILES: C(NC(C)C)(C)C.C([Li])CCC.[N:13]1([N:18]=[C:19]([C:26]2[CH:31]=[CH:30][CH:29]=[CH:28][CH:27]=2)[C:20]2[CH:25]=[CH:24][CH:23]=[CH:22][CH:21]=2)[CH:17]=[N:16][CH:15]=[N:14]1.[I:32]I>O1CCCC1.C(OCC)(=O)C>[C:26]1([C:19]([C:20]2[CH:25]=[CH:24][CH:23]=[CH:22][CH:21]=2)=[N:18][N:13]2[C:17]([I:32])=[N:16][CH:15]=[N:14]2)[CH:31]=[CH:30][CH:29]=[CH:28][CH:27]=1. Procedure: A solution of 1.3 g (12.8 mmol) of diisopropyl amine in 30 mL is cooled to -78° C. n-Butyllithium (4.3 mL of a 1.6M solution in hexanes, 6.9 mmol) is added dropwise. Over 1/2 h, the solution is warmed to 0° C. and recooled to -78° C. A solution of 2.0 g (6.3 mmol) of N-(1H-1,2,4-triazol-1-yl)-benzophenone imine in 5 mL of tetrahydrofuran is added. The solution is stirred 10 min before 1.7 g (6.7 mmol) of iodine are added. The reaction mixture is warmed to room temperature, diluted with ethyl ace... The reactants are N1=C(C=CC=C1)C(CC(C)=O)=O (1-pyridin-2-ylbutane-1,3-dione), ClC1=CC(=NC=C1)C(=O)OCC (ethyl 4-chloropyridine-2-carboxylate), [H-].[Na+] (sodium hydride). Procedure: A mixture of 21.3 g (131 mmol) of 1-pyridin-2-ylbutane-1,3-dione and 36.3 g (196 mmol) of ethyl 4-chloropyridine-2-carboxylate in 100 ml of absolute tetrahydrofuran is added dropwise to 10.43 g (261 mmol, about 60% dispersion) of sodium hydride in 200 ml of absolute tetrahydrofuran at the boiling point over the course of two hours. The mixture is stirred for another two hours at 70° C., evaporated on a rotary evaporator, and 200 ml of water are subsequently added cautiously at 4° C. The mixture ... Reaction conditions: temperature 70 celsius, time 2 hour. The product is ClC1=CC(=NC=C1)C(CC(CC(=O)C1=NC=CC=C1)=O)=O (1-(4-Chloropyridin-2-yl)-5-pyridin-2-ylpentan-1,3,5-trione). Solvent: O1CCCC1 (tetrahydrofuran), O1CCCC1 (tetrahydrofuran). RXN SMILES: [N:1]1[CH:6]=[CH:5][CH:4]=[CH:3][C:2]=1[C:7](=[O:12])[CH2:8][C:9](=[O:11])[CH3:10].[Cl:13][C:14]1[CH:19]=[CH:18][N:17]=[C:16]([C:20]([O:22]CC)=O)[CH:15]=1.[H-].[Na+]>O1CCCC1>[Cl:13][C:14]1[CH:19]=[CH:18][N:17]=[C:16]([C:20](=[O:22])[CH2:10][C:9](=[O:11])[CH2:8][C:7]([C:2]2[CH:3]=[CH:4][CH:5]=[CH:6][N:1]=2)=[O:12])[CH:15]=1 |f:2.3|. Starting materials: C1CCOC1, CC(=O)O, O=c1ccn(CCOC2CCCCO2)cc1, O. The product is O=c1ccn(CCO)cc1. Reaction SMILES: [CH2:21]1[O:22][CH2:23][CH2:24][CH2:25]1.[CH3:17][C:18](=[O:19])[OH:20].[O:1]1[CH2:2][CH2:3][CH2:4][CH2:5][CH:6]1[O:7][CH2:8][CH2:9][n:10]1[cH:11][cH:12][c:13](=[O:16])[cH:14][cH:15]1.[OH2:26]>>[OH:7][CH2:8][CH2:9][n:10]1[cH:11][cH:12][c:13](=[O:16])[cH:14][cH:15]1. The reactants are NC1=NC2=C(C=3C=C(C=NC13)CCC1=C(C=C(C(=O)OCC)C=C1)C)C=CC(=C2)C (ethyl 4-(2-(5-amino-8-methylbenzo[f][1,7]naphthyridin-2-yl)ethyl)-3-methylbenzoate), CC(C)C[AlH]CC(C)C (DIBAL-H), C1(=CC=CC=C1)C (toluene), [C@@H]([C@H](C(=O)[O-])O)(C(=O)[O-])O.[Na+].[K+] (Rochelle salt). Run in C1CCOC1 (THF). Reaction conditions: time 45 minute. Yields the product NC1=NC2=C(C=3C=C(C=NC13)CCC1=C(C=C(C=C1)CO)C)C=CC(=C2)C ((4-(2-(5-amino-8-methylbenzo[f][1,7]naphthyridin-2-yl)ethyl)-3-methylphenyl)methanol). RXN SMILES: [NH2:1][C:2]1[C:11]2[N:10]=[CH:9][C:8]([CH2:12][CH2:13][C:14]3[CH:24]=[CH:23][C:17]([C:18](OCC)=[O:19])=[CH:16][C:15]=3[CH3:25])=[CH:7][C:6]=2[C:5]2[CH:26]=[CH:27][C:28]([CH3:30])=[CH:29][C:4]=2[N:3]=1.CC(C[AlH]CC(C)C)C.C1(C)C=CC=CC=1.[C@H](O)(C([O-])=O)[C@@H](O)C([O-])=O.[Na+].[K+]>C1COCC1>[NH2:1][C:2]1[C:11]2[N:10]=[CH:9][C:8]([CH2:12][CH2:13][C:14]3[CH:24]=[CH:23][C:17]([CH2:18][OH:19])=[CH:16][C:15]=3[CH3:25])=[CH:7][C:6]=2[C:5]2[CH:26]=[CH:27][C:28]([CH3:30])=[CH:29][C:4]=2[N:3]=1 |f:3.4.5|. Reported procedure: To a solution of ethyl 4-(2-(5-amino-8-methylbenzo[f][1,7]naphthyridin-2-yl)ethyl)-3-methylbenzoate (from Example 74) (1.0 eq.) in THF (0.1M) at −78° C. was added 1.0 M DIBAL-H in toluene (10 eq.) and warmed to room temperature over 2 hours. 1.5 M Rochelle salt aqueous solution was added slowly to quench the reaction followed by addition of EA, and the mixture was stirred for 45 minutes. The two phases were separated, and the aqueous layer was extracted twice with EA. The combined organic layers... The reactants are P(=O)(OCC1=CC=CC=C1)(OCC1=CC=CC=C1)OC1=C(C=C(C(=C1)O)C1=NN=C(N1C=1C=C2CCCC2=CC1)O)C(C)C (dibenzyl 4-(4-(2,3-dihydro-1H-inden-5-yl)-5-hydroxy-4H-1,2,4-triazol-3-yl)-5-hydroxy-2-isopropylphenyl phosphate). Reagents/catalysts: [Pd] (Pd—C). Solvent: C(C)O (ethanol). Product: P(=O)(OC1=C(C=C(C(=C1)O)C1=NN=C(N1C=1C=C2CCCC2=CC1)O)C(C)C)(O)O (4-(4-(2,3-dihydro-1H-inden-5-yl)-5-hydroxy-4H-1,2,4-triazol-3-yl)-5-hydroxy-2-isopropylphenyl dihydrogen phosphate). Yield: 86.9%. Reaction SMILES: [P:1]([O:19][C:20]1[CH:25]=[C:24]([OH:26])[C:23]([C:27]2[N:31]([C:32]3[CH:33]=[C:34]4[C:38](=[CH:39][CH:40]=3)[CH2:37][CH2:36][CH2:35]4)[C:30]([OH:41])=[N:29][N:28]=2)=[CH:22][C:21]=1[CH:42]([CH3:44])[CH3:43])([O:11]CC1C=CC=CC=1)([O:3]CC1C=CC=CC=1)=[O:2]>[Pd].C(O)C>[P:1]([OH:3])([OH:11])([O:19][C:20]1[CH:25]=[C:24]([OH:26])[C:23]([C:27]2[N:31]([C:32]3[CH:33]=[C:34]4[C:38](=[CH:39][CH:40]=3)[CH2:37][CH2:36][CH2:35]4)[C:30]([OH:41])=[N:29][N:28]=2)=[CH:22][C:21]=1[CH:42]([CH3:43])[CH3:44])=[O:2]. Procedure: A solution of 0.15 g (0.24 mmols) of 8 and 25 mg of Pd—C catalyst in 20 mL of anhydrous ethanol was subjected to hydrogenation conditions at 1 atm pressure for 2 h. The catalyst was filtered off and the crude product was reslurried in 98:2 mixture of diethylether:ethanol to afford 90 mg of the phosphate 9 as off white solid.